This data is from the Open Reaction Database (ORD), a public repository of structured organic reaction records. The task is: describe an organic reaction: reactants, conditions, products, and yield Reactants: O.NN (hydrazine monohydrate), ClC=1C=C(C=CC1OC1=CC(=CC=C1)C(F)(F)F)NC=1C2=C(N=CN1)C=CN2CCOCCN2C(C1=CC=CC=C1C2=O)=O (2-(2-{2-[4-({3-Chloro-4-[3-(trifluoromethyl)phenoxy]phenyl}amino)-5H-pyrrolo[3,2-d]pyrimidin-5-yl]ethoxy}ethyl)-1H-isoindole-1,3(2H)-dione), C(O)([O-])=O.[Na+] (sodium hydrogen carbonate). The solvent is C(C)O (ethanol). Run at time 1 hour. The product is ClC=1C=C(C=CC1OC1=CC(=CC=C1)C(F)(F)F)NC=1C2=C(N=CN1)C=CN2CCOCCNC(C)=O (N-(2-{2-[4-({3-chloro-4-[3-(trifluoromethyl)phenoxy]phenyl}amino)-5H-pyrrolo[3,2-d]pyrimidin-5-yl]ethoxy}ethyl)acetamide). Isolated yield 85.0%. Reaction SMILES: [Cl:1][C:2]1[CH:3]=[C:4]([NH:19][C:20]2[C:21]3[N:28]([CH2:29][CH2:30][O:31][CH2:32][CH2:33][N:34]4C(=O)C5[C:36](=CC=CC=5)[C:35]4=[O:44])[CH:27]=[CH:26][C:22]=3[N:23]=[CH:24][N:25]=2)[CH:5]=[CH:6][C:7]=1[O:8][C:9]1[CH:14]=[CH:13][CH:12]=[C:11]([C:15]([F:18])([F:17])[F:16])[CH:10]=1.O.NN.C(=O)([O-])O.[Na+]>C(O)C>[Cl:1][C:2]1[CH:3]=[C:4]([NH:19][C:20]2[C:21]3[N:28]([CH2:29][CH2:30][O:31][CH2:32][CH2:33][NH:34][C:35](=[O:44])[CH3:36])[CH:27]=[CH:26][C:22]=3[N:23]=[CH:24][N:25]=2)[CH:5]=[CH:6][C:7]=1[O:8][C:9]1[CH:14]=[CH:13][CH:12]=[C:11]([C:15]([F:18])([F:16])[F:17])[CH:10]=1 |f:1.2,3.4|. Procedure details: 2-(2-{2-[4-({3-Chloro-4-[3-(trifluoromethyl)phenoxy]phenyl}amino)-5H-pyrrolo[3,2-d]pyrimidin-5-yl]ethoxy}ethyl)-1H-isoindole-1,3(2H)-dione (200 mg) was dissolved in ethanol (5.0 mL), hydrazine monohydrate (3.0 mL) was added, and the mixture was stirred for 1 hr. To the reaction mixture was added saturated aqueous sodium hydrogen carbonate under ice-cooling and the mixture was extracted with ethyl acetate. The extract was dried over magnesium sulfate and concentrated, and the residue was separate...